Dataset: the Open Reaction Database (ORD), a public repository of structured organic reaction records. Task: describe an organic reaction: reactants, conditions, products, and yield The reactants are C(OC)(OC1=CC=C2C=NN(C2=C1)C1=NC=C(C=C1Cl)C(F)(F)F)=O (methyl 1-(3-chloro-5-trifluoromethylpyridin-2-yl)indazol-6-yl carbonate), [N+](=O)(O)[O-] (nitric acid), ice water, resultant mixture. The solvent is S(O)(O)(=O)=O (sulfuric acid). The product is C(OC)(OC1=C(C=C2C=NN(C2=C1)C1=NC=C(C=C1Cl)C(F)(F)F)[N+](=O)[O-])=O (methyl 1-(3-chloro-5-trifluoromethylpyridin-2-yl)-5-nitroindazol-6-yl carbonate). The yield is 73.1%. Reaction SMILES: [C:1](=[O:25])([O:4][C:5]1[CH:13]=[C:12]2[C:8]([CH:9]=[N:10][N:11]2[C:14]2[C:19]([Cl:20])=[CH:18][C:17]([C:21]([F:24])([F:23])[F:22])=[CH:16][N:15]=2)=[CH:7][CH:6]=1)[O:2][CH3:3].[N+:26]([O-])([OH:28])=[O:27]>S(=O)(=O)(O)O>[C:1](=[O:25])([O:4][C:5]1[CH:13]=[C:12]2[C:8]([CH:9]=[N:10][N:11]2[C:14]2[C:19]([Cl:20])=[CH:18][C:17]([C:21]([F:24])([F:23])[F:22])=[CH:16][N:15]=2)=[CH:7][C:6]=1[N+:26]([O-:28])=[O:27])[O:2][CH3:3]. Procedure: To a solution of methyl 1-(3-chloro-5-trifluoromethylpyridin-2-yl)indazol-6-yl carbonate [Compound No. 39] (10 g) in conc. sulfuric acid (100 g), fuming nitric acid (3.5 g) was added dropwise while cooling with ice, and the resultant mixture was stirred at room temperature for 3 hours. After completion of the reaction, the reaction mixture was poured into ice water, and the precipitated crystals were collected by filtration, washed and dried. The crystals were purified by silica gel column chrom... Yields the product COc1cc(C#N)ccc1C. As a reaction SMILES: [CH3:1][O:2][c:3]1[cH:4][c:5]([C:6]([OH:7])=[O:8])[cH:9][cH:10][c:11]1[CH3:12].[Cl:24][P:25]([Cl:26])([Cl:27])([Cl:28])[Cl:29].[c:13]1([CH3:14])[cH:15][cH:16][c:17]([S:18](=[O:19])(=[O:20])[NH2:22])[cH:21][cH:23]1>>[CH3:1][O:2][c:3]1[cH:4][c:5]([C:6]#[N:22])[cH:9][cH:10][c:11]1[CH3:12]. Reactants: COc1cc(C(=O)O)ccc1C, ClP(Cl)(Cl)(Cl)Cl, Cc1ccc(S(N)(=O)=O)cc1. Reactants: [Si](C)(C)(C(C)(C)C)OCC[C@@H](C1=CC=CC=C1)NC=1OC(C(S(N1)(=O)=O)C=1C=C(C=CC1)C)(C)C ([(S)-3-(tert-butyldimethylsilanyloxy)-1-phenylpropyl]-(6,6-dimethyl-4,4-dioxo-5-m-tolyl-5,6-dihydro-4H-4lambda6-1,4,3-oxathiazin-2-yl)amine), Cl (hydrochloric acid). Run in CO (methanol), C(C)(=O)OCC (ethyl acetate). Reaction conditions: time 16 hour. Yields the product CC1(C(S(N=C(O1)N[C@@H](CCO)C1=CC=CC=C1)(=O)=O)C=1C=C(C=CC1)C)C ((S)-3-(6,6-Dimethyl-4,4-dioxo-5-m-tolyl-5,6-dihydro-4H-4lambda6-[1,4,3]oxathiazin-2-ylamino)-3-phenylpropan-1-ol). The yield is 56.9%. As a reaction SMILES: [Si]([O:8][CH2:9][CH2:10][C@H:11]([NH:18][C:19]1[O:20][C:21]([CH3:35])([CH3:34])[CH:22]([C:27]2[CH:28]=[C:29]([CH3:33])[CH:30]=[CH:31][CH:32]=2)[S:23](=[O:26])(=[O:25])[N:24]=1)[C:12]1[CH:17]=[CH:16][CH:15]=[CH:14][CH:13]=1)(C(C)(C)C)(C)C.Cl>CO.C(OCC)(=O)C>[CH3:34][C:21]1([CH3:35])[O:20][C:19]([NH:18][C@H:11]([C:12]2[CH:17]=[CH:16][CH:15]=[CH:14][CH:13]=2)[CH2:10][CH2:9][OH:8])=[N:24][S:23](=[O:26])(=[O:25])[CH:22]1[C:27]1[CH:28]=[C:29]([CH3:33])[CH:30]=[CH:31][CH:32]=1. Procedure details: 51.7 mg of [(S)-3-(tert-butyldimethylsilanyloxy)-1-phenylpropyl]-(6,6-dimethyl-4,4-dioxo-5-m-tolyl-5,6-dihydro-4H-4lambda6-1,4,3-oxathiazin-2-yl)amine were dissolved in 2 ml of methanol, 0.1 ml of concentrated hydrochloric acid was added and the mixture was stirred at room temperature for 16 hours. The reaction solution was diluted with ethyl acetate and washed with saturated aqueous sodium chloride solution, dried over MgSO4 and concentrated by rotary evaporation. The residue was purified in a ... Yields the product CSc1cc2ncnc(Cl)c2s1. Reactants: C1CCOC1, CC(C)[N-]C(C)C, COS(C)(=O)=S, Clc1ncnc2ccsc12, [Li+], N#N. RXN SMILES: [CH2:27]1[O:28][CH2:29][CH2:30][CH2:31]1.[CH3:12][CH:13]([N-:14][CH:15]([CH3:16])[CH3:17])[CH3:18].[CH3:21][S:22](=[S:23])([O:24][CH3:25])=[O:26].[Cl:1][c:2]1[c:3]2[c:4]([n:5][cH:6][n:7]1)[cH:8][cH:9][s:10]2.[Li+:11].[N:19]#[N:20]>>[Cl:1][c:2]1[c:3]2[c:4]([n:5][cH:6][n:7]1)[cH:8][c:9]([S:22][CH3:21])[s:10]2.